This data is from the Open Reaction Database (ORD), a public repository of structured organic reaction records. The task is: describe an organic reaction: reactants, conditions, products, and yield Starting materials: C(C)OC(=O)C1=CC2=C(S1)C=CC(=C2)C(=CC)CC (5-(1-Ethyl-propenyl)-benzo[b]thiophene-2-carboxylic acid ethyl ester), C1(=CC=CC=C1O)C (o-cresol). The solvent is B(F)(F)F.CCOCC (BF3 Et2O). Yields the product C(C)OC(=O)C1=CC2=C(S1)C=CC(=C2)C(CC)(C2=CC(=C(C=C2)O)C)CC (5-[1-Ethyl-1-(4-hydroxy-3-methyl-phenyl)-propyl]-benzo[b]thiophene-2-carboxylic acid ethyl ester). Yield: 78.0%. RXN SMILES: [CH2:1]([O:3][C:4]([C:6]1[S:10][C:9]2[CH:11]=[CH:12][C:13]([C:15]([CH2:18][CH3:19])=[CH:16][CH3:17])=[CH:14][C:8]=2[CH:7]=1)=[O:5])[CH3:2].[C:20]1([CH3:27])[C:25]([OH:26])=[CH:24][CH:23]=[CH:22][CH:21]=1>B(F)(F)F.CCOCC>[CH2:1]([O:3][C:4]([C:6]1[S:10][C:9]2[CH:11]=[CH:12][C:13]([C:15]([CH2:16][CH3:17])([C:22]3[CH:23]=[CH:24][C:25]([OH:26])=[C:20]([CH3:27])[CH:21]=3)[CH2:18][CH3:19])=[CH:14][C:8]=2[CH:7]=1)=[O:5])[CH3:2] |f:2.3|. Procedure: 5-(1-Ethyl-propenyl)-benzo[b]thiophene-2-carboxylic acid ethyl ester (5.50 g, 20.0 mmol), o-cresol (4.33 g, 40.0 mmol), and BF3-Et2O (10 mL) are reacted analogous to Example 1C to afford the title compound (5.97 g, 78%). Starting materials: C(C1=CC=CC=C1)OC(NC1CC(CCC1)C1=NC2=C(C(N(C=C2)CC2=CC=CC=C2)=O)N1CC1=C(C=CC=C1)C#N)=O ({3-[5-benzyl-3-(2-cyano-benzyl)-4-oxo-4,5-dihydro-3H-imidazo[4,5-c]pyridin-2-yl]-cyclohexyl}-carbamic acid benzyl ester). The reagents and catalysts are [Pd] (Pd/C). Run in CCO.C1CCOC1 (EtOH THF). Reaction conditions: time 2 hour. Yields the product NC1CC(CCC1)C1=NC2=C(C(N(C=C2)CC2=CC=CC=C2)=O)N1CC1=C(C#N)C=CC=C1 (2-[2-(3-amino-cyclohexyl)-5-benzyl-4-oxo-4,5-dihydro-imidazo[4,5-c]pyridin-3-ylmethyl]-benzonitrile). Yield: 73.5%. RXN SMILES: C(OC(=O)[NH:10][CH:11]1[CH2:16][CH2:15][CH2:14][CH:13]([C:17]2[N:33]([CH2:34][C:35]3[CH:40]=[CH:39][CH:38]=[CH:37][C:36]=3[C:41]#[N:42])[C:20]3[C:21](=[O:32])[N:22]([CH2:25][C:26]4[CH:31]=[CH:30][CH:29]=[CH:28][CH:27]=4)[CH:23]=[CH:24][C:19]=3[N:18]=2)[CH2:12]1)C1C=CC=CC=1>[Pd].CCO.C1COCC1>[NH2:10][CH:11]1[CH2:16][CH2:15][CH2:14][CH:13]([C:17]2[N:33]([CH2:34][C:35]3[CH:40]=[CH:39][CH:38]=[CH:37][C:36]=3[C:41]#[N:42])[C:20]3[C:21](=[O:32])[N:22]([CH2:25][C:26]4[CH:31]=[CH:30][CH:29]=[CH:28][CH:27]=4)[CH:23]=[CH:24][C:19]=3[N:18]=2)[CH2:12]1 |f:2.3|. Procedure details: A solution of {3-[5-benzyl-3-(2-cyano-benzyl)-4-oxo-4,5-dihydro-3H-imidazo[4,5-c]pyridin-2-yl]-cyclohexyl}-carbamic acid benzyl ester (78 mg, 0.14 mmol) in 1:3 EtOH/THF (8 mL) was hydrogenated over 10% Pd/C (73 mg, 0.068 mmol) at room temperature. After 2 h, the catalyst was removed by filtration, rinsing with MeOH, and the filtrate was concentrated in vacuo. The crude product was purified by flash chromatography, eluting with 94:6:0.5 CH2Cl2/MeOH/NH4OH to give 2-[2-(3-amino-cyclohexyl)-5-benzyl...